From a dataset of the Open Reaction Database (ORD), a public repository of structured organic reaction records. describe an organic reaction: reactants, conditions, products, and yield Starting materials: C(C)OC(=S)SC1=CC=C(C=C1)CC(=O)O (2-(4-((ethoxycarbonothioyl)thio)phenyl)acetic acid), [OH-].[K+] (KOH). Run in CCO (EtOH), O (water). Yields the product SC1=CC=C(C=C1)CC(=O)O (2-(4-mercaptophenyl)acetic acid). Isolated yield 97.6%. RXN SMILES: C(OC([S:6][C:7]1[CH:12]=[CH:11][C:10]([CH2:13][C:14]([OH:16])=[O:15])=[CH:9][CH:8]=1)=S)C.[OH-].[K+]>CCO.O>[SH:6][C:7]1[CH:8]=[CH:9][C:10]([CH2:13][C:14]([OH:16])=[O:15])=[CH:11][CH:12]=1 |f:1.2|. Reported procedure: To a solution of 2-(4-((ethoxycarbonothioyl)thio)phenyl)acetic acid (50.0 g, crude, 0.195 mol) in EtOH (180 mL) was added a solution of KOH (40.5 g, 0.724 mol) in water (180 mL). The mixture was stirred at reflux overnight. The mixture was concentrated under reduced pressure to remove EtOH. The aqueous phase was adjusted to pH=1˜2 with conc. HCl. The aqueous phase was then extracted with ethyl acetate (3×200 mL). The combined organic layers were dried over anhydrous Na2SO4, filtered and concentr... The reactants are [BH3-]OC(C)=O, O=C([O-])O, CC(C)C=O, O=S(=O)(C=C1CN(C(c2ccc(Cl)cc2)c2ccc(Cl)cc2)C1)Cc1cccc(N2CCNCC2)c1, ClCCCl, ClCCl, [Na+], [Na+]. Yields the product CC(C)CN1CCN(c2cccc(CS(=O)(=O)C=C3CN(C(c4ccc(Cl)cc4)c4ccc(Cl)cc4)C3)c2)CC1. Reaction SMILES: [C:1]([O:2][BH3-:3])(=[O:4])[CH3:5].[C:48](=[O:49])([OH:50])[O-:51].[CH:7]([CH:8]([CH3:9])[CH3:10])=[O:11].[Cl:12][c:13]1[cH:14][cH:15][c:16]([CH:19]([N:20]2[CH2:21][C:22](=[CH:24][S:25](=[O:26])(=[O:27])[CH2:28][c:29]3[cH:30][c:31]([N:35]4[CH2:36][CH2:37][NH:38][CH2:39][CH2:40]4)[cH:32][cH:33][cH:34]3)[CH2:23]2)[c:41]2[cH:42][cH:43][c:44]([Cl:47])[cH:45][cH:46]2)[cH:17][cH:18]1.[Cl:53][CH2:54][CH2:55][Cl:56].[Cl:57][CH2:58][Cl:59].[Na+:52].[Na+:6]>>[CH2:7]([CH:8]([CH3:9])[CH3:10])[N:38]1[CH2:37][CH2:36][N:35]([c:31]2[cH:30][c:29]([CH2:28][S:25]([CH:24]=[C:22]3[CH2:21][N:20]([CH:19]([c:16]4[cH:15][cH:14][c:13]([Cl:12])[cH:18][cH:17]4)[c:41]4[cH:42][cH:43][c:44]([Cl:47])[cH:45][cH:46]4)[CH2:23]3)(=[O:26])=[O:27])[cH:34][cH:33][cH:32]2)[CH2:40][CH2:39]1. Reactants: C1(=CC=CC=C1)N1CCNCC1 (1-Phenylpiperazine), C(C(=C)C1=CC=CC=C1)(=O)O (atropic acid). Run in C(C)O (ethanol). Yields the product C1(=CC=CC=C1)N1CCN(CC1)CC(C(=O)O)C1=CC=CC=C1 (α-{[1-(4-Phenylpiperazinyl)]methyl}benzeneacetic acid). Reaction SMILES: [C:1]1([N:7]2[CH2:12][CH2:11][NH:10][CH2:9][CH2:8]2)[CH:6]=[CH:5][CH:4]=[CH:3][CH:2]=1.[C:13]([OH:23])(=[O:22])[C:14]([C:16]1[CH:21]=[CH:20][CH:19]=[CH:18][CH:17]=1)=[CH2:15]>C(O)C>[C:1]1([N:7]2[CH2:12][CH2:11][N:10]([CH2:15][CH:14]([C:16]3[CH:21]=[CH:20][CH:19]=[CH:18][CH:17]=3)[C:13]([OH:23])=[O:22])[CH2:9][CH2:8]2)[CH:6]=[CH:5][CH:4]=[CH:3][CH:2]=1. Procedure details: 1-Phenylpiperazine and atropic acid in ethanol is heated under reflux for 18 h, cooled to room temperature, and evaporated in vacuo. The solid is triturated with acetone to give the title product. Reactants: CCOC(C)=O, C[Si](C)(C)CCOCCl, Clc1ccnc2[nH]ccc12, [H-], [Na+], CN(C)C=O. Yields the product C[Si](C)(C)CCOCn1ccc2c(Cl)ccnc21. As a reaction SMILES: [CH3:27][CH2:28][O:29][C:30]([CH3:31])=[O:32].[Cl:13][CH2:14][O:15][CH2:16][CH2:17][Si:18]([CH3:19])([CH3:20])[CH3:21].[Cl:1][c:2]1[c:3]2[c:4]([n:5][cH:6][cH:7]1)[nH:8][cH:9][cH:10]2.[H-:12].[Na+:11].[O:22]=[CH:23][N:24]([CH3:25])[CH3:26]>>[Cl:1][c:2]1[c:3]2[c:4]([n:5][cH:6][cH:7]1)[n:8]([CH2:14][O:15][CH2:16][CH2:17][Si:18]([CH3:19])([CH3:20])[CH3:21])[cH:9][cH:10]2. Starting materials: N[C@@H](CCCNC(N)=N)C(=O)O (arginine), p-nitrophenyl ester, C(=O)(OCC1=CC=CC=C1)NCC(=O)O (carbobenzoxy-glycine). Run in CN(C=O)C (dimethylformamide). Conditions: time 1 day. Product: C(=O)(OCC1=CC=CC=C1)N[C@@H](CC(C)C)C(=O)N[C@@H](CCCNC(N)=N)C(=O)O (carbobenzoxy-leucyl-arginine). Yield: 96.0%. Reaction SMILES: [NH2:1][C@H:2]([C:10]([OH:12])=[O:11])[CH2:3][CH2:4][CH2:5][NH:6][C:7](=[NH:9])[NH2:8].[C:13]([NH:23][CH2:24][C:25]([OH:27])=O)([O:15][CH2:16][C:17]1[CH:22]=[CH:21][CH:20]=[CH:19][CH:18]=1)=[O:14]>CN(C)C=O>[C:13]([NH:23][C@H:24]([C:25]([NH:1][C@H:2]([C:10]([OH:12])=[O:11])[CH2:3][CH2:4][CH2:5][NH:6][C:7](=[NH:8])[NH2:9])=[O:27])[CH2:16][CH:17]([CH3:22])[CH3:18])([O:15][CH2:16][C:17]1[CH:18]=[CH:19][CH:20]=[CH:21][CH:22]=1)=[O:14]. Procedure details: 1.74 g (10.00 mM) of arginine are suspended in 25 ml of dimethylformamide, the solution is added with 4,25 g (11.00 mM) of p-nitrophenyl ester of carbobenzoxy-glycine, the mixture is stirred at room temperature for one day. Dimethylformamide is evaporated, the residue is dissolved in 5 ml of methanol and added with 300 ml of ether. The resulting precipitate is filtered-off, washed with ether on the filter and dried in a vacuum desiccator to give 4.05 g (96%) of carbobenzoxy-leucyl-arginine, m.p....